From a dataset of the Open Reaction Database (ORD), a public repository of structured organic reaction records. describe an organic reaction: reactants, conditions, products, and yield Reactants: CC(C)C(=O)Cl, CCOC(=O)Cc1ccc(N)cc1, [Na+], [OH-], O, c1ccccc1. The product is CCOC(=O)Cc1ccc(NC(=O)C(C)C)cc1. As a reaction SMILES: [C:14]([CH:15]([CH3:16])[CH3:17])(=[O:18])[Cl:19].[NH2:1][c:2]1[cH:3][cH:4][c:5]([CH2:8][C:9](=[O:10])[O:11][CH2:12][CH3:13])[cH:6][cH:7]1.[Na+:21].[OH-:20].[OH2:28].[cH:22]1[cH:23][cH:24][cH:25][cH:26][cH:27]1>>[NH:1]([c:2]1[cH:3][cH:4][c:5]([CH2:8][C:9](=[O:10])[O:11][CH2:12][CH3:13])[cH:6][cH:7]1)[C:14]([CH:15]([CH3:16])[CH3:17])=[O:18]. Yields the product O=C(CCC1CCC(N1)=O)CC1=CC=CC=C1 (5-(3-oxo-4-phenyl-butyl)-pyrrolidin-2-one). Isolated yield 70.9%. The solvent is C(Cl)Cl (CH2Cl2). Reactants: C1CC(N2C(CCC12)=O)=O (tetrahydro-pyrrolizine-3,5-dione), C(C1=CC=CC=C1)[Mg]Cl (benzyl magnesium chloride). Procedure details: To a solution of tetrahydro-pyrrolizine-3,5-dione (5 g, 36 mmol) in CH2Cl2 (320 mL) at 0° C. was added benzyl magnesium chloride (1M solution in THF, 39 mL, 39 mmol) dropwise. The solution was stirred at 0° C. for 3 h and was quenched with saturated aqueous ammonium chloride. After warming to room temperature, the aqueous solution was extracted with CH2Cl2 (3×). The combined organic extracts were dried (MgSO4), filtered and concentrated. The residue was purified by medium pressure chromatography... RXN SMILES: [CH2:1]1[CH:8]2[N:4]([C:5](=[O:9])[CH2:6][CH2:7]2)[C:3](=[O:10])[CH2:2]1.[CH2:11]([Mg]Cl)[C:12]1[CH:17]=[CH:16][CH:15]=[CH:14][CH:13]=1>C(Cl)Cl>[O:9]=[C:5]([CH2:11][C:12]1[CH:17]=[CH:16][CH:15]=[CH:14][CH:13]=1)[CH2:6][CH2:7][CH:8]1[NH:4][C:3](=[O:10])[CH2:2][CH2:1]1. Conditions: temperature 0 celsius, time 3 hour. The reactants are COC=1C=C(CC2=NC(=NN2C2=NC(=NC(=C2)C=C)C)C)C=CC1OC (4-(5-(3,4-dimethoxybenzyl)-3-methyl-1H-1,2,4-triazol-1-yl)-2-methyl-6-vinylpyrimidine), n,n,n′,n′-tetramethylethylenediamine, [I-].[Li+] (lithium iodide), ClC(B1OC(C(O1)(C)C)(C)C)Cl (2-(dichloromethyl)-4,4,5,5-tetramethyl-1,3,2-dioxaborolane). Reagents/catalysts: [Cl-].[Cr+2].[Cl-] (chromium(II) chloride). Solvent: O1CCCC1 (tetrahydrofuran), O1CCCC1 (tetrahydrofuran), O1CCCC1 (tetrahydrofuran). Run at time 20 minute. The product is COC=1C=C(CC2=NC(=NN2C2=NC(=NC(=C2)C2C(C2)B2OC(C(O2)(C)C)(C)C)C)C)C=CC1OC (4-(5-(3,4-dimethoxybenzyl)-3-methyl-1H-1,2,4-triazol-1-yl)-2-methyl-6-(2-(4,4,5,5-tetramethyl-1,3,2-dioxaborolan-2-yl)cyclopropyl)pyrimidine). As a reaction SMILES: [CH3:1][O:2][C:3]1[CH:4]=[C:5]([CH:22]=[CH:23][C:24]=1[O:25][CH3:26])[CH2:6][C:7]1[N:11]([C:12]2[CH:17]=[C:16]([CH:18]=[CH2:19])[N:15]=[C:14]([CH3:20])[N:13]=2)[N:10]=[C:9]([CH3:21])[N:8]=1.Cl[CH:28](Cl)[B:29]1[O:33][C:32]([CH3:35])([CH3:34])[C:31]([CH3:37])([CH3:36])[O:30]1.[I-].[Li+]>O1CCCC1.[Cl-].[Cr+2].[Cl-]>[CH3:1][O:2][C:3]1[CH:4]=[C:5]([CH:22]=[CH:23][C:24]=1[O:25][CH3:26])[CH2:6][C:7]1[N:11]([C:12]2[CH:17]=[C:16]([CH:18]3[CH2:19][CH:28]3[B:29]3[O:33][C:32]([CH3:35])([CH3:34])[C:31]([CH3:37])([CH3:36])[O:30]3)[N:15]=[C:14]([CH3:20])[N:13]=2)[N:10]=[C:9]([CH3:21])[N:8]=1 |f:2.3,5.6.7|. Procedure: To a stirring slurry of chromium(II) chloride (630 mg, 5.12 mmol, 8.0 eq.) in dry tetrahydrofuran (10 ml) under nitrogen at 23° C. was added n,n,n′,n′-tetramethylethylenediamine (0.768 ml, 5.12 mmol, 8.0 eq.). The resulting blue reaction mixture was allowed to stir for 20 min. To the reaction mixture was added a solution of 4-(5-(3,4-dimethoxybenzyl)-3-methyl-1H-1,2,4-triazol-1-yl)-2-methyl-6-vinylpyrimidine (3-1, 225 mg, 0.640 mmol, 1.0.eq.) in tetrahydrofuran (2 mL) followed by a solution of 2... Starting materials: CC1=CC=C(C=C1)CS(=O)(=O)OCC (ethyl 4-methylphenylmethanesulfonate), C1CCOC1 (THF), C(CCC)[Li] (butyllithium), C1CCOC1 (THF), C(CCC)[Li] (butyllithium), IC (iodomethane), IC (iodomethane). Conditions: temperature -40 celsius, time 15 minute. Product: CC(C)(S(=O)(=O)OCC)C1=CC=C(C=C1)C (ethyl 1-methyl-1-(4-methylphenyl)ethanesulfonate). Yield: 77.0%. As a reaction SMILES: [CH2:1]([Li])[CH2:2][CH2:3]C.CC1C=C[C:10]([CH2:13][S:14]([O:17][CH2:18][CH3:19])(=[O:16])=[O:15])=CC=1.I[CH3:21].[CH2:22]1[CH2:26]O[CH2:24][CH2:23]1>>[CH3:21][C:13]([C:22]1[CH:23]=[CH:24][C:2]([CH3:3])=[CH:1][CH:26]=1)([S:14]([O:17][CH2:18][CH3:19])(=[O:15])=[O:16])[CH3:10]. Procedure details: To a solution of butyllithium (2.5M in hexanes, 2.94 mL) in THF (3.5 mL) cooled to -60 ° C. was added ethyl 4-methylphenylmethanesulfonate (1.05 g, 4.91 mmol) in THF (5 mL). After 15 minutes, iodomethane (0.61 mL, 9.8 mmol) was added, and the mixture was stirred for 1 hour at -50 to -30° C. The mixture was recooled to -60° C., and further butyllithium (2.94 mL) and iodomethane (0.61 mL) were added. The reaction was quenched with aqueous ammonium chloride, and extracted with ether. The organic ph... Starting materials: O (water), C([O-])([O-])=O.[K+].[K+] (Potassium carbonate), ClC=1C(=CC2=C(C(=C(C(O2)=O)CC2=CC(=CC=C2)[N+](=O)[O-])CBr)C1)OC(N(C)C)=O (dimethylcarbamic acid 6-chloro-4-bromomethyl-3-(3-nitrobenzyl)-2-oxo-2H-1-benzopyran-7-yl ester), CO (methanol). Solvent: C1CCOC1 (THF). Reaction conditions: time 2 hour. The product is ClC=1C(=CC2=C(C(=C(C(O2)=O)CC2=CC(=CC=C2)[N+](=O)[O-])COC)C1)OC(N(C)C)=O (Dimethylcarbamic acid 6-chloro-4-methoxymethyl-3-(3-nitrobenzyl)-2-oxo-2H-1-benzopyran-7-yl ester). Yield: 8.9%. As a reaction SMILES: [C:1](=O)([O-])[O-:2].[K+].[K+].[Cl:7][C:8]1[C:9]([O:31][C:32](=[O:36])[N:33]([CH3:35])[CH3:34])=[CH:10][C:11]2[O:16][C:15](=[O:17])[C:14]([CH2:18][C:19]3[CH:24]=[CH:23][CH:22]=[C:21]([N+:25]([O-:27])=[O:26])[CH:20]=3)=[C:13]([CH2:28]Br)[C:12]=2[CH:30]=1.CO.O>C1COCC1>[Cl:7][C:8]1[C:9]([O:31][C:32](=[O:36])[N:33]([CH3:35])[CH3:34])=[CH:10][C:11]2[O:16][C:15](=[O:17])[C:14]([CH2:18][C:19]3[CH:24]=[CH:23][CH:22]=[C:21]([N+:25]([O-:27])=[O:26])[CH:20]=3)=[C:13]([CH2:28][O:2][CH3:1])[C:12]=2[CH:30]=1 |f:0.1.2|. Procedure: Potassium carbonate (279 mg, 2.01 mmol) was added to a solution of dimethylcarbamic acid 6-chloro-4-bromomethyl-3-(3-nitrobenzyl)-2-oxo-2H-1-benzopyran-7-yl ester (compound 6b-1-3) (500 mg, 1.01 mmol) in THF (7.5 mL)/methanol (5.0 mL), and the mixture was stirred at room temperature for 2 hours. The reaction mixture was then poured into water and extracted with ethyl acetate. The organic extract was washed with saturated saline and dried over magnesium sulfate. The solvent was distilled away by ...